This data is from the Open Reaction Database (ORD), a public repository of structured organic reaction records. The task is: describe an organic reaction: reactants, conditions, products, and yield Starting materials: ClC=1C(=NC=CN1)OC1=CC=C(C=C1)NC=1SC2=C(N1)C=CC=C2 (N-(4-(3-chloropyrazin-2-yloxy)phenyl)benzo[d]thiazol-2-amine), O1CCC(CC1)[Mg]Br ((Tetrahydro-2H-pyran-4-yl)magnesium bromide). The reagents and catalysts are C/C(=C/C(=O)C)/[O-].C/C(=C/C(=O)C)/[O-].C/C(=C/C(=O)C)/[O-].[Fe+3] (Iron(III)acetylacetonate). Run in C1CCOC1 (THF), CN1CCCC1=O (NMP). Product: O1CCC(CC1)C=1C(=NC=CN1)OC1=CC=C(C=C1)NC=1SC2=C(N1)C=CC=C2 (N-(4-(3-(tetrahydro-2H-pyran-4-yl)pyrazin-2-yloxy)phenyl)benzo[d]thiazol-2-amine). RXN SMILES: Cl[C:2]1[C:3]([O:8][C:9]2[CH:14]=[CH:13][C:12]([NH:15][C:16]3[S:17][C:18]4[CH:24]=[CH:23][CH:22]=[CH:21][C:19]=4[N:20]=3)=[CH:11][CH:10]=2)=[N:4][CH:5]=[CH:6][N:7]=1.[O:25]1[CH2:30][CH2:29][CH:28]([Mg]Br)[CH2:27][CH2:26]1>C1COCC1.CN1C(=O)CCC1.C/C(/[O-])=C/C(C)=O.C/C(/[O-])=C/C(C)=O.C/C(/[O-])=C/C(C)=O.[Fe+3]>[O:25]1[CH2:30][CH2:29][CH:28]([C:2]2[C:3]([O:8][C:9]3[CH:14]=[CH:13][C:12]([NH:15][C:16]4[S:17][C:18]5[CH:24]=[CH:23][CH:22]=[CH:21][C:19]=5[N:20]=4)=[CH:11][CH:10]=3)=[N:4][CH:5]=[CH:6][N:7]=2)[CH2:27][CH2:26]1 |f:4.5.6.7|. Procedure: To a round bottomed flask was added N-(4-(3-chloropyrazin-2-yloxy)phenyl)benzo[d]thiazol-2-amine (0.3000 g, 0.846 mmol) dissolved in a mixture of THF (1.353 mL) and NMP (0.338 mL). Iron(III)acetylacetonate (0.015 g, 0.042 mmol) was added and the temperature was brought to 0° C. (Tetrahydro-2H-pyran-4-yl)magnesium bromide (3.70 mL, 2.96 mmol) was added dropwise to the reaction. The reaction was quenched with sat. ammonium chloride. The reaction mixture was diluted with water and extracted with Et... Reactants: CCCCc1nc2cc(Br)cc(C(=O)OC)c2n1Cc1ccccc1Cl, ClCCl, Cc1ccccc1, CO, [NH4+], [Na+], [Na+], O=C([O-])[O-], [OH-], OB(O)c1ccccc1. Product: CCCCc1nc2cc(-c3ccccc3)cc(C(=O)OC)c2n1Cc1ccccc1Cl. RXN SMILES: [Br:1][c:2]1[cH:3][c:4]2[c:5]([n:6]([CH2:13][c:14]3[c:15]([Cl:20])[cH:16][cH:17][cH:18][cH:19]3)[c:7]([CH2:9][CH2:10][CH2:11][CH3:12])[n:8]2)[c:21]([C:23](=[O:24])[O:25][CH3:26])[cH:22]1.[CH2:47]([Cl:48])[Cl:49].[CH3:27][c:28]1[cH:29][cH:30][cH:31][cH:32][cH:33]1.[CH3:45][OH:46].[NH4+:43].[Na+:50].[Na+:51].[O-:52][C:53](=[O:54])[O-:55].[OH-:44].[OH:34][B:35]([c:36]1[cH:37][cH:38][cH:39][cH:40][cH:41]1)[OH:42]>>[c:2]1(-[c:28]2[cH:29][cH:30][cH:31][cH:32][cH:33]2)[cH:3][c:4]2[c:5]([n:6]([CH2:13][c:14]3[c:15]([Cl:20])[cH:16][cH:17][cH:18][cH:19]3)[c:7]([CH2:9][CH2:10][CH2:11][CH3:12])[n:8]2)[c:21]([C:23](=[O:24])[O:25][CH3:26])[cH:22]1. The reactants are BrC=1N=C(C=2N(C1)C=CN2)Br (6,8-dibromoimidazo[1,2-a]pyrazine), C(C)(C)N(CC)C(C)C (diisopropylethylamine), NC1=CC=C(C=N1)N1CCN(CC1)C(=O)OC(C)(C)C (tert-butyl 4-(6-aminopyridin-3-yl)piperazine-1-carboxylate). Run in CC(C)O (IPA). Run at temperature 130 celsius, time 1.5 hour. Product: BrC=1N=C(C=2N(C1)C=CN2)NC2=CC=C(C=N2)N2CCN(CC2)C(=O)OC(C)(C)C (tert-Butyl 4-(6-(6-Bromoimidazo[1,2-a]pyrazin-8-ylamino)pyridin-3-yl)piperazine-1-carboxylate). Isolated yield 48.2%. RXN SMILES: [Br:1][C:2]1[N:3]=[C:4](Br)[C:5]2[N:6]([CH:8]=[CH:9][N:10]=2)[CH:7]=1.C(N(C(C)C)CC)(C)C.[NH2:21][C:22]1[N:27]=[CH:26][C:25]([N:28]2[CH2:33][CH2:32][N:31]([C:34]([O:36][C:37]([CH3:40])([CH3:39])[CH3:38])=[O:35])[CH2:30][CH2:29]2)=[CH:24][CH:23]=1>CC(O)C>[Br:1][C:2]1[N:3]=[C:4]([NH:21][C:22]2[N:27]=[CH:26][C:25]([N:28]3[CH2:33][CH2:32][N:31]([C:34]([O:36][C:37]([CH3:40])([CH3:39])[CH3:38])=[O:35])[CH2:30][CH2:29]3)=[CH:24][CH:23]=2)[C:5]2[N:6]([CH:8]=[CH:9][N:10]=2)[CH:7]=1. Procedure details: A mixture of 6,8-dibromoimidazo[1,2-a]pyrazine (1.2 g, 4.3 mmol), diisopropylethylamine (1.1 g, 8 mmol), and tert-butyl 4-(6-aminopyridin-3-yl)piperazine-1-carboxylate (1 g, 3.5 mmol) in IPA (20 mL) was stirred at 130° C. under microwave irradiation for 1.5 h. The resulting suspension was filtered and the solid was washed with water and dried in vacuum to afford the crude product, which was further purified by silica gel chromatography eluting with CH2Cl2/MeOH (50:1) to afford 106a as a white so... Reactants: C(C)OC(=O)C1=C(NC(=C(C1C1=CC=CC=C1)C(=O)OCC)C)N (2-amino-6-methyl-4-phenyl-1,4-dihydropyridine-3,5-dicarboxylic acid diethyl ester), CC[O-].[Na+] (sodium ethylate), CI (methyl iodide). The solvent is C(C)O (ethanol). Reaction conditions: time 60 minute. The product is C(C)OC(=O)C1(C(=NC(=C(C1C1=CC=CC=C1)C(=O)OCC)C)N)C (2-amino-3,6-dimethyl-4-phenyl-3,4-dihydropyridine-3,5-dicarboxylic acid diethyl ester). The yield is 54.1%. Reaction SMILES: [CH2:1]([O:3][C:4]([C:6]1[CH:11]([C:12]2[CH:17]=[CH:16][CH:15]=[CH:14][CH:13]=2)[C:10]([C:18]([O:20][CH2:21][CH3:22])=[O:19])=[C:9]([CH3:23])[NH:8][C:7]=1[NH2:24])=[O:5])[CH3:2].[CH3:25]C[O-].[Na+].CI>C(O)C>[CH2:1]([O:3][C:4]([C:6]1([CH3:25])[CH:11]([C:12]2[CH:17]=[CH:16][CH:15]=[CH:14][CH:13]=2)[C:10]([C:18]([O:20][CH2:21][CH3:22])=[O:19])=[C:9]([CH3:23])[N:8]=[C:7]1[NH2:24])=[O:5])[CH3:2] |f:1.2|. Procedure: A solution of 33.0 g of 2-amino-6-methyl-4-phenyl-1,4-dihydropyridine-3,5-dicarboxylic acid diethyl ester and 6.8 g of sodium ethylate in 500 ml of ethanol is brought to the boil and treated with 15 g of methyl iodide. After boiling for a further 60 minutes under reflux, the mixture is concentrated by distillation and the residue is taken up in 300 ml of chloroform and extracted by shaking twice with 100 ml of water. Concentration of the organic phase and recrystallization from ethanol gives 18....